The task is: describe an organic reaction: reactants, conditions, products, and yield. This data is from the Open Reaction Database (ORD), a public repository of structured organic reaction records. Starting materials: C(C)(C)(C)OC(=O)N1C(OC[C@@H]1CC=O)(C)C ((S)-2,2-dimethyl-4-(2-oxo-ethyl)-oxazolidine-3-carboxylic acid tert-butyl ester), C[Mg]Br (methylmagnesium bromide). The solvent is C(C)OCC (diethyl ether), C(C)OCC (diethyl ether). Run at time 8 hour. Yields the product C(C)(C)(C)OC(=O)N1C(OCC1)(C)C (2,2-dimethyl-oxazolidine-3-carboxylic acid tert-butyl ester). Yield: 59.3%. Reaction SMILES: [C:1]([O:5][C:6]([N:8]1[C@@H:12](CC=O)[CH2:11][O:10][C:9]1([CH3:17])[CH3:16])=[O:7])([CH3:4])([CH3:3])[CH3:2].C[Mg]Br>C(OCC)C>[C:1]([O:5][C:6]([N:8]1[CH2:12][CH2:11][O:10][C:9]1([CH3:17])[CH3:16])=[O:7])([CH3:4])([CH3:2])[CH3:3]. Reported procedure: To a stirred solution of (S)-2,2-dimethyl-4-(2-oxo-ethyl)-oxazolidine-3-carboxylic acid tert-butyl ester (12.0 g; CAS 147959-19-1) in dry diethyl ether (200 ml) under an argon atmosphere at room temperature was added dropwise a solution of methylmagnesium bromide in diethyl ether (49.3 ml, 3 M solution) and stirring continued overnight. The reaction mixture was then quenched by careful addition of water and extracted twice with ethyl acetate. The combined organic phases were dried over sodium su... The reactants are [BH4-], CC1Oc2ccc(F)cc2N(CC=O)C(=O)C1NC(=O)OC(C)(C)C, CCOC(C)=O, CCCCCCC, [Na+], C1CCOC1. The product is CC1Oc2ccc(F)cc2N(CCO)C(=O)C1NC(=O)OC(C)(C)C. Reaction SMILES: [BH4-:26].[C:1]([CH3:2])([CH3:3])([CH3:4])[O:5][C:6]([NH:7][CH:8]1[CH:9]([CH3:24])[O:10][c:11]2[c:12]([cH:19][c:20]([F:23])[cH:21][cH:22]2)[N:13]([CH2:16][CH:17]=[O:18])[C:14]1=[O:15])=[O:25].[CH2:35]([O:36][C:37](=[O:38])[CH3:39])[CH3:40].[CH3:28][CH2:29][CH2:30][CH2:31][CH2:32][CH2:33][CH3:34].[Na+:27].[O:41]1[CH2:42][CH2:43][CH2:44][CH2:45]1>>[C:1]([CH3:2])([CH3:3])([CH3:4])[O:5][C:6]([NH:7][CH:8]1[CH:9]([CH3:24])[O:10][c:11]2[c:12]([cH:19][c:20]([F:23])[cH:21][cH:22]2)[N:13]([CH2:16][CH2:17][OH:18])[C:14]1=[O:15])=[O:25]. Starting materials: CCN=C=NCCCN(C)C, CN(C)C=O, O=C(O)c1cc(Cl)nc(Cl)c1, Cl, Nc1cccc(Oc2ccc3nc(NC(=O)C4CC4)cn3n2)c1, On1nnc2ccccc21. Yields the product O=C(Nc1cccc(Oc2ccc3nc(NC(=O)C4CC4)cn3n2)c1)c1cc(Cl)nc(Cl)c1. As a reaction SMILES: [CH3:36][N:37]([CH3:38])[CH2:39][CH2:40][CH2:41][N:42]=[C:43]=[N:44][CH2:45][CH3:46].[CH3:57][N:58]([CH3:59])[CH:60]=[O:61].[Cl:24][c:25]1[n:26][c:27]([Cl:34])[cH:28][c:29]([C:31](=[O:32])[OH:33])[cH:30]1.[ClH:35].[NH2:1][c:2]1[cH:3][c:4]([O:5][c:6]2[cH:7][cH:8][c:9]3[n:10]([n:11]2)[cH:12][c:13]([NH:15][C:16](=[O:17])[CH:18]2[CH2:19][CH2:20]2)[n:14]3)[cH:21][cH:22][cH:23]1.[OH:47][n:48]1[c:49]2[cH:50][cH:51][cH:52][cH:53][c:54]2[n:55][n:56]1>>[NH:1]([c:2]1[cH:3][c:4]([O:5][c:6]2[cH:7][cH:8][c:9]3[n:10]([n:11]2)[cH:12][c:13]([NH:15][C:16](=[O:17])[CH:18]2[CH2:19][CH2:20]2)[n:14]3)[cH:21][cH:22][cH:23]1)[C:31]([c:29]1[cH:28][c:27]([Cl:34])[n:26][c:25]([Cl:24])[cH:30]1)=[O:32]. Starting materials: CNC(=O)c1ccc([N+](=O)[O-])c(Oc2ccc(F)cc2F)c1, CCO, [Cl-], [Fe], [NH4+], O. Product: CNC(=O)c1ccc(N)c(Oc2ccc(F)cc2F)c1. As a reaction SMILES: [CH3:1][NH:2][C:3]([c:4]1[cH:5][c:6]([O:13][c:14]2[c:15]([F:21])[cH:16][c:17]([F:20])[cH:18][cH:19]2)[c:7]([N+:10]([O-:11])=[O:12])[cH:8][cH:9]1)=[O:22].[CH3:25][CH2:26][OH:27].[Cl-:23].[Fe:29].[NH4+:24].[OH2:28]>>[CH3:1][NH:2][C:3]([c:4]1[cH:5][c:6]([O:13][c:14]2[c:15]([F:21])[cH:16][c:17]([F:20])[cH:18][cH:19]2)[c:7]([NH2:10])[cH:8][cH:9]1)=[O:22]. Reactants: C(C)(=O)N1C(C(C2=CC=C(C=C12)C(=O)OC)=C(C1=CC=CC=C1)OCC)=O (1-acetyl-3-(1-ethoxy-1-phenylmethylene)-6-methoxycarbonyl-2-indolinone), NC1=CC=CC=C1.O=C1CN(CCN1)CC1=CC=C(N)C=C1 (4-(3-oxo-piperazin-1-yl-methyl)-aniline aniline). Yields the product O=C1CN(CCN1)CC1=CC=C(N\C(\C2=CC=CC=C2)=C\2/C(NC3=CC(=CC=C23)C(=O)OC)=O)C=C1 (3-Z-[1-(4-(3-oxo-piperazin-1-yl-methyl)-anilino)-1-phenyl-methylene]-6-methoxycarbonyl-2-indolinone). Procedure details: Prepared from 1-acetyl-3-(1-ethoxy-1-phenylmethylene)-6-methoxycarbonyl-2-indolinone and 4-(3-oxo-piperazin-1-yl-methyl)-aniline aniline Rf value: 0.46 (silica gel, methylene chloride/methanol=9:1) C28H26N4O4 As a reaction SMILES: C([N:4]1[C:12]2[C:7](=[CH:8][CH:9]=[C:10]([C:13]([O:15][CH3:16])=[O:14])[CH:11]=2)[C:6](=[C:17](OCC)[C:18]2[CH:23]=[CH:22][CH:21]=[CH:20][CH:19]=2)[C:5]1=[O:27])(=O)C.NC1C=CC=CC=1.[O:35]=[C:36]1[NH:41][CH2:40][CH2:39][N:38]([CH2:42][C:43]2[CH:49]=[CH:48][C:46]([NH2:47])=[CH:45][CH:44]=2)[CH2:37]1>>[O:35]=[C:36]1[NH:41][CH2:40][CH2:39][N:38]([CH2:42][C:43]2[CH:44]=[CH:45][C:46]([NH:47]/[C:17](=[C:6]3\[C:5](=[O:27])[NH:4][C:12]4[C:7]\3=[CH:8][CH:9]=[C:10]([C:13]([O:15][CH3:16])=[O:14])[CH:11]=4)/[C:18]3[CH:23]=[CH:22][CH:21]=[CH:20][CH:19]=3)=[CH:48][CH:49]=2)[CH2:37]1 |f:1.2|.